This data is from the Open Reaction Database (ORD), a public repository of structured organic reaction records. The task is: describe an organic reaction: reactants, conditions, products, and yield Reactants: COC=1C=C2C(=CN(C2=CC1)C)C1=CC2=C(N=CC=C2C(=O)OC(C)(C)C)N1S(=O)(=O)C1=CC=C(C=C1)C (2-(5-methoxy-1-methyl-1H-indol-3-yl)-1-(toluene-4-sulfonyl)-1H-pyrrolo[2,3-b]pyridine-4 carboxylic acid, tert-butyl ester), [OH-].[K+] (potassium hydroxide). Solvent: CO (methanol). Product: COC=1C=C2C(=CN(C2=CC1)C)C1=CC2=C(N=CC=C2C(=O)O)N1 (2-(5-Methoxy-1-methyl-1H-indol-3-yl)-1H-pyrrolo[2,3-b]pyridine-4 Carboxylic Acid). The yield is 51.5%. Reaction SMILES: [CH3:1][O:2][C:3]1[CH:4]=[C:5]2[C:9](=[CH:10][CH:11]=1)[N:8]([CH3:12])[CH:7]=[C:6]2[C:13]1[N:28](S(C2C=CC(C)=CC=2)(=O)=O)[C:16]2[N:17]=[CH:18][CH:19]=[C:20]([C:21]([O:23]C(C)(C)C)=[O:22])[C:15]=2[CH:14]=1.[OH-].[K+]>CO>[CH3:1][O:2][C:3]1[CH:4]=[C:5]2[C:9](=[CH:10][CH:11]=1)[N:8]([CH3:12])[CH:7]=[C:6]2[C:13]1[NH:28][C:16]2[N:17]=[CH:18][CH:19]=[C:20]([C:21]([OH:23])=[O:22])[C:15]=2[CH:14]=1 |f:1.2|. Reported procedure: A solution of 2-(5-methoxy-1-methyl-1H-indol-3-yl)-1-(toluene-4-sulfonyl)-1H-pyrrolo[2,3-b]pyridine-4 carboxylic acid, tert-butyl ester [106 mg, Reference Example 2(n)] in methanol (10 mL) was treated with potassium hydroxide solution (1 mL, 5N) then heated at reflux temperature for 1 hour and then evaporated. The residue was treated with water (15 mL) and the mixture washed with ethyl acetate (10 mL). The pH of the aqueous solution was then adjusted to 4 by addition of hydrochloric acid and coo... Starting materials: CNC(=O)C1=NC=CC(=C1)OC1=CC=C(C=C1)N (4-(4-aminophenoxy)pyridine-2-carboxylic acid methylamide), NC1=CC=C(C=C1)O (4-aminophenol). Yields the product CNC(=O)C1=NC=CC(=C1)OC1=C(C=C(C=C1)N)C (4-(4-Amino-2-methylphenoxy) Pyridine-2-carboxylic acid methylamide). RXN SMILES: [CH3:1][NH:2][C:3]([C:5]1[CH:10]=[C:9]([O:11][C:12]2[CH:17]=[CH:16][C:15]([NH2:18])=[CH:14][CH:13]=2)[CH:8]=[CH:7][N:6]=1)=[O:4].N[C:20]1C=CC(O)=CC=1>>[CH3:1][NH:2][C:3]([C:5]1[CH:10]=[C:9]([O:11][C:12]2[CH:17]=[CH:16][C:15]([NH2:18])=[CH:14][C:13]=2[CH3:20])[CH:8]=[CH:7][N:6]=1)=[O:4]. Procedure: The title compound was prepared in the same manner described for 4-(4-aminophenoxy)pyridine-2-carboxylic acid methylamide, substituting 4-amino-2-methylphenol for 4-aminophenol. 1H-NMR (DMSO-d6) δ 8.73 (br q, J=4.8 Hz, 1H), 8.43 (d, J=5.4 Hz, 1H), 7.26 (d, J=2.4 Hz, 1H), 7.02 (dd, J=5.7, 2.7 Hz, 1H), 7.76 (d, J=8.1 Hz, 1H), 6.52 (d, J=3 Hz, 1H), 6.47 (dd, J=8.7, 2.7 Hz, 1H), 5.09 (s, 2H), 2.78 (d, J=3.3 Hz, 3H), 1.91 (s, 3H).